From a dataset of the Open Reaction Database (ORD), a public repository of structured organic reaction records. describe an organic reaction: reactants, conditions, products, and yield The reactants are CCOCC (ether), Cl (HCl), CC(C)C[AlH]CC(C)C (DIBAL), Imine, Cl (HCl), IC1=C(C#N)C=C(C=C1)C(F)(F)F (2-iodo-5-(trifluoromethyl)benzonitrile), IC1=C(C#N)C=C(C=C1)C(F)(F)F (2-iodo-5-(trifluoromethyl)benzonitrile), CC(C)C[AlH]CC(C)C (DIBAL), imine. Run in C(Cl)Cl (CH2Cl2), C(Cl)Cl (CH2Cl2). Conditions: temperature 0 celsius, time 1 hour. Product: IC1=C(C=O)C=C(C=C1)C(F)(F)F (2-Iodo-5-(trifluoromethyl)benzaldehyde). Reaction SMILES: [I:1][C:2]1[CH:9]=[CH:8][C:7]([C:10]([F:13])([F:12])[F:11])=[CH:6][C:3]=1[C:4]#N.CC(C[AlH]CC(C)C)C.Cl.CC[O:26]CC>C(Cl)Cl>[I:1][C:2]1[CH:9]=[CH:8][C:7]([C:10]([F:13])([F:12])[F:11])=[CH:6][C:3]=1[CH:4]=[O:26]. Procedure details: To a solution of 2-iodo-5-(trifluoromethyl)benzonitrile (INTERMEDIATE 2, 42 g) in CH2Cl2 (300 mL) at −78° C. was added a solution of DIBAL in CH2Cl2 (175 mL, 1M) over 30 minutes. A precipitate formed. The reaction was warmed to 0° C. An additional 25 mL of the DIBAL solution was added dropwise over 30 minutes. The reaction was poured into 200 mL 2N aqueous HCl, diluted with ether and stirred 1 hour. TLC analysis indicates imine still present and an additional 100 mL 2N aqueous was added and the ... Starting materials: C1(=CC=CC=C1)N(C1=CC=CC=C1)C1=CC=C(C=C1)C1=CC=C(C2=NNN=C21)C2=CC=C(C=C2)N(C2=CC=CC=C2)C2=CC=CC=C2 (4,7-bis(4-(N,N-diphenylamino)phenyl)-2H-benzo[d][1,2,3]triazole), ClC1=CC(=NC2=CC=CC=C12)C (4-chloroquinaldine), [H-].[Na+] (NaH). The solvent is CN(C=O)C (dimethylformamide). Reaction conditions: temperature 160 celsius. Yields the product C1(=CC=CC=C1)N(C1=CC=CC=C1)C1=CC=C(C=C1)C1=CC=C(C2=NN(N=C21)C2=CC(=NC1=CC=CC=C21)C)C2=CC=C(C=C2)N(C2=CC=CC=C2)C2=CC=CC=C2 (4,7-bis(4-(N,N-diphenylamino)phenyl)-2-(2-methylquinolin-4-yl)-2H-benzo[d][1,2,3]triazole). As a reaction SMILES: [C:1]1([N:7]([C:14]2[CH:19]=[CH:18][C:17]([C:20]3[C:28]4[C:24](=[N:25][NH:26][N:27]=4)[C:23]([C:29]4[CH:34]=[CH:33][C:32]([N:35]([C:42]5[CH:47]=[CH:46][CH:45]=[CH:44][CH:43]=5)[C:36]5[CH:41]=[CH:40][CH:39]=[CH:38][CH:37]=5)=[CH:31][CH:30]=4)=[CH:22][CH:21]=3)=[CH:16][CH:15]=2)[C:8]2[CH:13]=[CH:12][CH:11]=[CH:10][CH:9]=2)[CH:6]=[CH:5][CH:4]=[CH:3][CH:2]=1.Cl[C:49]1[C:58]2[C:53](=[CH:54][CH:55]=[CH:56][CH:57]=2)[N:52]=[C:51]([CH3:59])[CH:50]=1.[H-].[Na+]>CN(C)C=O>[C:8]1([N:7]([C:14]2[CH:15]=[CH:16][C:17]([C:20]3[C:28]4[C:24](=[N:25][N:26]([C:49]5[C:58]6[C:53](=[CH:54][CH:55]=[CH:56][CH:57]=6)[N:52]=[C:51]([CH3:59])[CH:50]=5)[N:27]=4)[C:23]([C:29]4[CH:34]=[CH:33][C:32]([N:35]([C:36]5[CH:37]=[CH:38][CH:39]=[CH:40][CH:41]=5)[C:42]5[CH:43]=[CH:44][CH:45]=[CH:46][CH:47]=5)=[CH:31][CH:30]=4)=[CH:22][CH:21]=3)=[CH:18][CH:19]=2)[C:1]2[CH:2]=[CH:3][CH:4]=[CH:5][CH:6]=2)[CH:13]=[CH:12][CH:11]=[CH:10][CH:9]=1 |f:2.3|. Procedure: A mixture of Intermediate D (605 mg, 1.0 mmol), 4-chloroquinaldine (266 mg, 1.5 mmol), 60% NaH (60 mg, 1.5 mmol), and dimethylformamide (15 mL) was stirred under argon and heated at 160° C. for 4 days. The volatiles were removed under reduced pressure, and the residue was chromatographed using silica gel and hexane/ethyl acetate (2:1) as an eluent. The obtained product was recrystallized from ethanol to give 4,7-bis(4-(N,N-diphenylamino)phenyl)-2-(2-methylquinolin-4-yl)-2H-benzo[d][1,2,3]triazol... Solvent: O1CCCC1 (tetrahydrofuran), CO (methanol). Conditions: temperature 60 celsius, time 4 hour. Reported procedure: 4-{[(2-{2-[(2-tert-Butyl-1,1-dimethyl-2-oxoethyl)thio]-1,3-thiazol-4-yl}ethyl)(5-ethylpyrimidin-2-yl)amino]methyl}benzoic acid methyl ester (2.2 g) synthesized in Example 437-1 was dissolved in methanol (50 mL) and tetrahydrofuran (50 mL), 1N aqueous sodium hydroxide solution (16 ml) was added, and the mixture was stirred at 60° C. for 4 hr. Aqueous 10% citric acid solution was added, and the mixture was extracted with chloroform. The insoluble material was filtered off, and the filtrate was was... Isolated yield 93.3%. As a reaction SMILES: C[O:2][C:3](=[O:37])[C:4]1[CH:9]=[CH:8][C:7]([CH2:10][N:11]([CH2:20][CH2:21][C:22]2[N:23]=[C:24]([S:27][C:28]([CH3:36])([CH3:35])[C:29]([C:31]([CH3:34])([CH3:33])[CH3:32])=[O:30])[S:25][CH:26]=2)[C:12]2[N:17]=[CH:16][C:15]([CH2:18][CH3:19])=[CH:14][N:13]=2)=[CH:6][CH:5]=1.[OH-].[Na+].C(O)(=O)CC(CC(O)=O)(C(O)=O)O>CO.O1CCCC1>[C:31]([C:29](=[O:30])[C:28]([S:27][C:24]1[S:25][CH:26]=[C:22]([CH2:21][CH2:20][N:11]([CH2:10][C:7]2[CH:6]=[CH:5][C:4]([C:3]([OH:37])=[O:2])=[CH:9][CH:8]=2)[C:12]2[N:13]=[CH:14][C:15]([CH2:18][CH3:19])=[CH:16][N:17]=2)[N:23]=1)([CH3:35])[CH3:36])([CH3:32])([CH3:33])[CH3:34] |f:1.2|. Product: C(C)(C)(C)C(C(C)(C)SC=1SC=C(N1)CCN(C1=NC=C(C=N1)CC)CC1=CC=C(C(=O)O)C=C1)=O (4-{[(2-{2-[(2-tert-butyl-1,1-dimethyl-2-oxoethyl)thio]-1,3-thiazol-4-yl}ethyl)(5-ethylpyrimidin-2-yl)amino]methyl}benzoic acid). Starting materials: [OH-].[Na+] (sodium hydroxide), COC(C1=CC=C(C=C1)CN(C1=NC=C(C=N1)CC)CCC=1N=C(SC1)SC(C(=O)C(C)(C)C)(C)C)=O (4-{[(2-{2-[(2-tert-butyl-1,1-dimethyl-2-oxoethyl)thio]-1,3-thiazol-4-yl}ethyl)(5-ethylpyrimidin-2-yl)amino]methyl}benzoic acid methyl ester), C(CC(O)(C(=O)O)CC(=O)O)(=O)O (citric acid). Run in CCCCCC (hexane), O1CCCC1 (tetrahydrofuran), O1CCCC1 (tetrahydrofuran), ice water. Conditions: temperature -60 celsius, time 20 minute. Reaction SMILES: Br[C:2]1[CH:7]=[CH:6][C:5]([O:8][CH2:9][CH3:10])=[CH:4][CH:3]=1.C([Li])CCC.[CH:16](=[O:20])[CH:17]([CH3:19])[CH3:18].Cl>O1CCCC1.CCCCCC>[CH2:9]([O:8][C:5]1[CH:6]=[CH:7][C:2]([CH:16]([OH:20])[CH:17]([CH3:19])[CH3:18])=[CH:3][CH:4]=1)[CH3:10]. Reported procedure: A solution of p-bromophenetole (2.01 g, 0.01 mol) in tetrahydrofuran is cooled to −65° C., treated dropwise with a 2.5 M solution of n-butyllithium in hexane (4 mL), stirred for 20 minutes at −55 to −65° C., treated dropwise with a solution of isobutyraldehyde (0.91 mL, 0.01 mol) in tetrahydrofuran, stirred overnight at room temperature, diluted with an ice-water mixture, acidified with 10% hydrochloric acid, and extracted with methylene chloride. The combined organic extracts are washed sequent... Product: C(C)OC1=CC=C(C(C(C)C)O)C=C1 (p-Ethoxy-α-isopropylbenzyl Alcohol). The yield is 100.4%. Reactants: solution, C(CCC)[Li] (n-butyllithium), C(C(C)C)=O (isobutyraldehyde), Cl (hydrochloric acid), BrC1=CC=C(C=C1)OCC (p-bromophenetole). The reactants are C1CCOC1, CCCC[N+](CCCC)(CCCC)CCCC, CC(Br)C(=O)[O-], [H-], [I-], [Na+], O=C(NCCCCCCCCn1ccc2ccccc21)c1cc(-c2cccc(Cl)c2)c(OCCO)c(-c2cccc(Cl)c2)c1. The product is O=C(O)COCCOc1c(-c2cccc(Cl)c2)cc(C(=O)NCCCCCCCCn2ccc3ccccc32)cc1-c1cccc(Cl)c1. RXN SMILES: [CH2:53]1[O:54][CH2:55][CH2:56][CH2:57]1.[CH2:59]([N+:60]([CH2:61][CH2:62][CH2:63][CH3:64])([CH2:65][CH2:66][CH2:67][CH3:68])[CH2:69][CH2:70][CH2:71][CH3:72])[CH2:73][CH2:74][CH3:75].[CH3:47][CH:48]([C:49](=[O:50])[O-:51])[Br:52].[H-:45].[I-:58].[Na+:46].[n:1]1([CH2:10][CH2:11][CH2:12][CH2:13][CH2:14][CH2:15][CH2:16][CH2:17][NH:18][C:19]([c:20]2[cH:21][c:22](-[c:37]3[cH:38][c:39]([Cl:43])[cH:40][cH:41][cH:42]3)[c:23]([O:33][CH2:34][CH2:35][OH:36])[c:24](-[c:26]3[cH:27][c:28]([Cl:32])[cH:29][cH:30][cH:31]3)[cH:25]2)=[O:44])[cH:2][cH:3][c:4]2[cH:5][cH:6][cH:7][cH:8][c:9]12>>[n:1]1([CH2:10][CH2:11][CH2:12][CH2:13][CH2:14][CH2:15][CH2:16][CH2:17][NH:18][C:19]([c:20]2[cH:21][c:22](-[c:37]3[cH:38][c:39]([Cl:43])[cH:40][cH:41][cH:42]3)[c:23]([O:33][CH2:34][CH2:35][O:36][CH2:48][C:49](=[O:50])[OH:51])[c:24](-[c:26]3[cH:27][c:28]([Cl:32])[cH:29][cH:30][cH:31]3)[cH:25]2)=[O:44])[cH:2][cH:3][c:4]2[cH:5][cH:6][cH:7][cH:8][c:9]12. Reaction SMILES: [Cl:1][C:2]1[C:3](Cl)=[N:4][C:5]([O:10][CH2:11][CH:12]([O:16][CH3:17])[CH2:13][O:14][CH3:15])=[C:6]([CH:9]=1)[C:7]#[N:8].[B:19]1([OH:29])[C:23]2[CH:24]=[CH:25][C:26]([OH:28])=[CH:27][C:22]=2[CH2:21][O:20]1.C([O-])([O-])=O.[Cs+].[Cs+]>CS(C)=O>[Cl:1][C:2]1[C:3]([O:28][C:26]2[CH:25]=[CH:24][C:23]3[B:19]([OH:29])[O:20][CH2:21][C:22]=3[CH:27]=2)=[N:4][C:5]([O:10][CH2:11][CH:12]([O:16][CH3:17])[CH2:13][O:14][CH3:15])=[C:6]([CH:9]=1)[C:7]#[N:8] |f:2.3.4|. Starting materials: ClC=1C(=NC(=C(C#N)C1)OCC(COC)OC)Cl (5,6-dichloro-2-(2,3-dimethoxypropoxy)nicotinonitrile), B1(OCC2=C1C=CC(=C2)O)O (benzo[c][1,2]oxaborole-1,5(3H)-diol), C(=O)([O-])[O-].[Cs+].[Cs+] (Cs2CO3). Reaction conditions: temperature 50 celsius, time 2 hour. The product is ClC=1C(=NC(=C(C#N)C1)OCC(COC)OC)OC1=CC2=C(B(OC2)O)C=C1 (5-Chloro-2-(2,3-dimethoxypropoxy)-6-(1-hydroxy-1,3-dihydrobenzo[c][1,2]oxaborol-5-yloxy)nicotinonitrile). The solvent is CS(=O)C (DMSO). Procedure details: Into a 50-mL 3-neck-bottle purged and maintained with an inert atmosphere of nitrogen were placed a solution of 5,6-dichloro-2-(2,3-dimethoxypropoxy)nicotinonitrile (1.40 g, 4.59 mmol, 1.00 equiv, 95%) in DMSO (20 mL), benzo[c][1,2]oxaborole-1,5(3H)-diol (800 mg, 5.07 mmol, 1.10 equiv, 95%) and Cs2CO3 (1.88 g, 5.78 mmol, 1.20 equiv). The resulting solution was stirred for 2 h at 50° C. in an oil bath. The reaction mixture was then cooled and quenched by the addition of 20 mL of water. The result...